From a dataset of the Open Reaction Database (ORD), a public repository of structured organic reaction records. describe an organic reaction: reactants, conditions, products, and yield The reactants are COC1=CC2=C(C[C@H](C(N(C2)CCC2=CC=CC=C2)=O)CC(=O)OC)C=C1 (methyl (S)-8-methoxy-3-oxo-2-(2-phenylethyl)-2,3,4,5-tetrahydro-1H-2-benzazepine-4-acetate), B(Br)(Br)Br (BBr3). Solvent: C(Cl)Cl (CH2Cl2). The product is OC1=CC2=C(C[C@H](C(N(C2)CCC2=CC=CC=C2)=O)CC(=O)OC)C=C1 (Methyl (S)-8-hydroxy-3-oxo-2-(2-phenylethyl)-2,3,4,5-tetrahydro-1H-2-benzazepine-4-acetate). The yield is 86.1%. RXN SMILES: C[O:2][C:3]1[CH:27]=[CH:26][C:6]2[CH2:7][C@@H:8]([CH2:21][C:22]([O:24][CH3:25])=[O:23])[C:9](=[O:20])[N:10]([CH2:12][CH2:13][C:14]3[CH:19]=[CH:18][CH:17]=[CH:16][CH:15]=3)[CH2:11][C:5]=2[CH:4]=1.B(Br)(Br)Br>C(Cl)Cl>[OH:2][C:3]1[CH:27]=[CH:26][C:6]2[CH2:7][C@@H:8]([CH2:21][C:22]([O:24][CH3:25])=[O:23])[C:9](=[O:20])[N:10]([CH2:12][CH2:13][C:14]3[CH:19]=[CH:18][CH:17]=[CH:16][CH:15]=3)[CH2:11][C:5]=2[CH:4]=1. Reported procedure: To a solution of methyl (S)-8-methoxy-3-oxo-2-(2-phenylethyl)-2,3,4,5-tetrahydro-1H-2-benzazepine-4-acetate (2.61 g, 7.1 mmole) in CH2Cl2 (40 mL) was added BBr3 (21.3 mL, 1M in CH2Cl2, 21.3 mmole) at −20° C. After 45 minutes the mixture was quenched with MeOH (200 mL) and concentrated. The residue was filtered through a silica gel plug using 50% EtOAc/hexanes as eluent. The resulting orange solid was recrystallized from MeOH/H2O to give the title compound as an off-white solid (2.16 g, 81%): MS ... The reactants are Cl (hydrogen chloride), NC(CN(C)C)C(=O)O (4-aza-DL-leucine), CO (Methanol). Run at time 8 hour. The product is Cl.COC(C(N)CN(C)C)=O (4-Aza-DL-leucine methyl ester. Hydrochloride). As a reaction SMILES: [ClH:1].[NH2:2][CH:3]([C:8]([OH:10])=[O:9])[CH2:4][N:5]([CH3:7])[CH3:6].[CH3:11]O>>[ClH:1].[CH3:11][O:9][C:8](=[O:10])[CH:3]([CH2:4][N:5]([CH3:7])[CH3:6])[NH2:2] |f:3.4|. Procedure: Methanol (150 mL) was saturated with anhydrous hydrogen chloride gas. To this was added 4-aza-DL-leucine (4.86 g)(commercially available) and the reaction mixture was stirred overnight at room temperature. The solvent was removed in vacuo to yield the title compound (quantitative yield). Starting materials: CCn1nc(-c2ccccc2)c(C(C)=O)c([N+](=O)[O-])c1=O, CCO, Cn1ccc(N)n1. Product: CCn1nc(-c2ccccc2)c(C(C)=O)c(Nc2ccn(C)n2)c1=O. As a reaction SMILES: [C:1]([CH3:2])(=[O:3])[c:4]1[c:5]([N+:19]([O-:20])=[O:21])[c:6](=[O:18])[n:7]([CH2:16][CH3:17])[n:8][c:9]1-[c:10]1[cH:11][cH:12][cH:13][cH:14][cH:15]1.[CH3:29][CH2:30][OH:31].[NH2:22][c:23]1[n:24][n:25]([CH3:28])[cH:26][cH:27]1>>[C:1]([CH3:2])(=[O:3])[c:4]1[c:5]([NH:19][c:23]2[n:24][n:25]([CH3:28])[cH:26][cH:27]2)[c:6](=[O:18])[n:7]([CH2:16][CH3:17])[n:8][c:9]1-[c:10]1[cH:11][cH:12][cH:13][cH:14][cH:15]1. Starting materials: C(C)OC(=O)C(C(=O)OCC)(CC=CCC(C(=O)OCC)(C)C(=O)OCC)C (2,7-Bis(ethoxycarbonyl)-2,7-dimethyl-4-octenedioic acid, diethyl ester), [OH-].[K+] (KOH), OS(=O)(=O)O (H2SO4). Run in O (H2O). Conditions: time 12 hour. Yields the product CC(C(=O)OC)CC=CCC(C(=O)OC)C (2,7-Dimethyl-4-octenedioic acid, dimethyl ester). Isolated yield 88.9%. Reaction SMILES: [CH2:1]([O:3][C:4]([C:6](C)([CH2:12][CH:13]=[CH:14][CH2:15][C:16](C(OCC)=O)([CH3:22])[C:17]([O:19][CH2:20]C)=[O:18])[C:7](OCC)=O)=[O:5])C.[OH-].[K+].OS(O)(=O)=O>O>[CH3:22][CH:16]([CH2:15][CH:14]=[CH:13][CH2:12][CH:6]([CH3:7])[C:4]([O:3][CH3:1])=[O:5])[C:17]([O:19][CH3:20])=[O:18] |f:1.2|. Procedure: The mixture of the tetraester compound (B) (9.4 g, 23.5 mmol) and KOH (26.4 g, 47.0 mmol) in H2O (200 mL) was heated to reflux for 2 d. The reaction mixture was cooled to room temperature, and acidified to pH 1 by adding concentrated H2SO4. The resulting mixture was heated to reflux for 3 d, and then cooled to room temperature. The mixture was extracted with EtOAc, dried over Na2SO4, filtered, and concentrated under reduced pressure. The crude product (5.8 g) was dissolved in MeOH (80 mL), and t... Reactants: ClC=1C(=C(C=CC1)[C@H]1[C@@H](N[C@H]([C@]1(C#N)C1=C(C=C(C=C1)Cl)F)CC(C)(C)C)C(=O)NC1=C(C=C(C(=O)O)C=C1)OC)F (4-((2R,3S,4R,5S)-3-(3-chloro-2-fluorophenyl)-4-(4-chloro-2-fluorophenyl)-4-cyano-5-neopentylpyrrolidine-2-carboxamido)-3-methoxybenzoic acid), OCC(=O)N(C)C (2-hydroxy-N,N-dimethylacetamide). Product: Cl.CN(C(=O)COC(C1=CC(=C(C=C1)NC(=O)[C@@H]1N[C@H]([C@]([C@H]1C1=C(C(=CC=C1)Cl)F)(C#N)C1=C(C=C(C=C1)Cl)F)CC(C)(C)C)OC)=O)C (4-{[(2R,3S,4R,5S)-4-(4-chloro-2-fluoro-phenyl)-3-(3-chloro-2-fluoro-phenyl)-4-cyano-5-(2,2-dimethyl-propyl)-pyrrolidine-2-carbonyl]-amino}-3-methoxy-benzoic acid dimethylcarbamoylmethyl ester, hydrochloride). Reaction SMILES: [Cl:1][C:2]1[C:3]([F:42])=[C:4]([C@@H:8]2[C@:12]([C:15]3[CH:20]=[CH:19][C:18]([Cl:21])=[CH:17][C:16]=3[F:22])([C:13]#[N:14])[C@H:11]([CH2:23][C:24]([CH3:27])([CH3:26])[CH3:25])[NH:10][C@H:9]2[C:28]([NH:30][C:31]2[CH:39]=[CH:38][C:34]([C:35]([OH:37])=[O:36])=[CH:33][C:32]=2[O:40][CH3:41])=[O:29])[CH:5]=[CH:6][CH:7]=1.O[CH2:44][C:45]([N:47]([CH3:49])[CH3:48])=[O:46]>>[ClH:1].[CH3:48][N:47]([CH3:49])[C:45]([CH2:44][O:36][C:35](=[O:37])[C:34]1[CH:38]=[CH:39][C:31]([NH:30][C:28]([C@H:9]2[C@H:8]([C:4]3[CH:5]=[CH:6][CH:7]=[C:2]([Cl:1])[C:3]=3[F:42])[C@:12]([C:15]3[CH:20]=[CH:19][C:18]([Cl:21])=[CH:17][C:16]=3[F:22])([C:13]#[N:14])[C@H:11]([CH2:23][C:24]([CH3:26])([CH3:27])[CH3:25])[NH:10]2)=[O:29])=[C:32]([O:40][CH3:41])[CH:33]=1)=[O:46] |f:2.3|. Reported procedure: In a manner similar to the method described in Example 14, 4-((2R,3S,4R,5S)-3-(3-chloro-2-fluorophenyl)-4-(4-chloro-2-fluorophenyl)-4-cyano-5-neopentylpyrrolidine-2-carboxamido)-3-methoxybenzoic acid (prepared as described in US20100152190A1) was reacted with 2-hydroxy-N,N-dimethylacetamide to give 4-{[(2R,3S,4R,5S)-4-(4-chloro-2-fluoro-phenyl)-3-(3-chloro-2-fluoro-phenyl)-4-cyano-5-(2,2-dimethyl-propyl)-pyrrolidine-2-carbonyl]-amino}-3-methoxy-benzoic acid dimethylcarbamoylmethyl ester, hydroch... Reactants: NC1CC=2C=3C(NCC3C=CC2OC1)=O (8-amino-2,3,8,9-tetrahydropyrano[3,2-e]isoindol-1(7H)-one), FC=1C=C2C(=CNC2=CC1)CCCC=O (4-(5-fluoro-1H-indol-3-yl)butanal), C(C)(=O)O (acetic acid), [BH3-]C#N.[Na+] (NaBH3CN). The solvent is CO (methanol). Reaction conditions: time 1.5 hour. Product: O=C1NCC=2C=CC3=C(C12)CC(CO3)NCCCC3=CNC1=CC=C(C=C31)C#N (3-{3-[(1-oxo-1,2,3,7,8,9-hexahydropyrano[3,2-e]isoindol-8-yl)amino]propyl}-1H-indole-5-carbonitrile). The yield is 69.0%. Reaction SMILES: [NH2:1][CH:2]1[CH2:14][O:13][C:12]2[CH:11]=[CH:10][C:9]3[CH2:8][NH:7][C:6](=[O:15])[C:5]=3[C:4]=2[CH2:3]1.F[C:17]1[CH:18]=[C:19]2[C:23](=[CH:24][CH:25]=1)[NH:22][CH:21]=[C:20]2[CH2:26][CH2:27][CH2:28]C=O.C(O)(=O)C.[BH3-][C:36]#[N:37].[Na+]>CO>[O:15]=[C:6]1[C:5]2[C:4]3[CH2:3][CH:2]([NH:1][CH2:28][CH2:27][CH2:26][C:20]4[C:19]5[C:23](=[CH:24][CH:25]=[C:17]([C:36]#[N:37])[CH:18]=5)[NH:22][CH:21]=4)[CH2:14][O:13][C:12]=3[CH:11]=[CH:10][C:9]=2[CH2:8][NH:7]1 |f:3.4|. Reported procedure: To a mixture of (1) (60 mg, 0.294 mmol), 4-(5-fluoro-1H-indol-3-yl)butanal (21), 64 mg, 0.309 mmol) in acetic acid (37 μl, 0.62 mmol) and methanol (2 ml) was added NaBH3CN (37 mg, 0.59 mmol) in portions. Resulting mixture was stirred for 1.5 hr. The solvent was removed in vacuo and the residue was dissolved in CH2Cl2 and washed with 1 N NaOH and saturated NaCl. The organic solution was dried over Na2SO4 and concentrated in vacuo. The compound was purified on silica gel eluting with 60% EtOAc/Hex... Reactants: O=Cc1cccc(OC(F)F)c1, FC(F)(F)c1nnc2ccc(N3CCNCC3)nn12. The product is FC(F)Oc1cccc(CN2CCN(c3ccc4nnc(C(F)(F)F)n4n3)CC2)c1. Reaction SMILES: [F:20][CH:21]([O:22][c:23]1[cH:24][c:25]([CH:26]=[O:27])[cH:28][cH:29][cH:30]1)[F:31].[N:1]1([c:7]2[cH:8][cH:9][c:10]3[n:11]([n:12]2)[c:13]([C:16]([F:17])([F:18])[F:19])[n:14][n:15]3)[CH2:2][CH2:3][NH:4][CH2:5][CH2:6]1>>[N:1]1([c:7]2[cH:8][cH:9][c:10]3[n:11]([n:12]2)[c:13]([C:16]([F:17])([F:18])[F:19])[n:14][n:15]3)[CH2:2][CH2:3][N:4]([CH2:26][c:25]2[cH:24][c:23]([O:22][CH:21]([F:20])[F:31])[cH:30][cH:29][cH:28]2)[CH2:5][CH2:6]1. The reagents and catalysts are C=1C=CC(=CC1)[P](C=2C=CC=CC2)(C=3C=CC=CC3)[Pd]([P](C=4C=CC=CC4)(C=5C=CC=CC5)C=6C=CC=CC6)([P](C=7C=CC=CC7)(C=8C=CC=CC8)C=9C=CC=CC9)[P](C=1C=CC=CC1)(C=1C=CC=CC1)C=1C=CC=CC1 (tetrakis(triphenylphosphine)palladium(0)), C=1C=CC(=CC1)[P](C=2C=CC=CC2)(C=3C=CC=CC3)[Pd]([P](C=4C=CC=CC4)(C=5C=CC=CC5)C=6C=CC=CC6)([P](C=7C=CC=CC7)(C=8C=CC=CC8)C=9C=CC=CC9)[P](C=1C=CC=CC1)(C=1C=CC=CC1)C=1C=CC=CC1 (tetrakis(triphenylphosphine)palladium(0)). The reactants are BrC1=C(C=CC=C1)B(O)O (2-bromophenylboronic acid), ClC1=CC(=C(C=C1)OCC1=CC=CC=C1)I (4-chloro-2-iodo-1-[(phenylmethyl)oxy]benzene), C([O-])([O-])=O.[K+].[K+] (potassium carbonate), C1(=CC=CC=C1)C.C(C)O (toluene ethanol), BrC1=C(C=CC=C1)B(O)O (2-bromophenylboronic acid). Run in C(C)OCC.O (diethyl ether water). The yield is 55.1%. Procedure: A mixture of 2-bromophenylboronic acid (2.01 g, 10 mmol), 4-chloro-2-iodo-1-[(phenylmethyl)oxy]benzene (3.445 g, 10 mmol), potassium carbonate (5.52 g, 40 mmol) and tetrakis(triphenylphosphine)palladium(0) (580 mg, 0.5 mmol) in 1:1 toluene/ethanol (45 ml) was stirred and heated at 90° C. under nitrogen for 2 hours when a further 1 g (4.98 mmol) of 2-bromophenylboronic acid and 0.2 g (0.17 mmol) of tetrakis(triphenylphosphine)palladium(0) were added. The mixture was heated for 6 hours then cooled... The product is BrC1=C(C=CC=C1)C1=C(C=CC(=C1)Cl)OCC1=CC=CC=C1 (2′-Bromo-5-chloro-2-[(phenylmethyl)oxy]biphenyl). As a reaction SMILES: [Br:1][C:2]1[CH:7]=[CH:6][CH:5]=[CH:4][C:3]=1B(O)O.[Cl:11][C:12]1[CH:17]=[CH:16][C:15]([O:18][CH2:19][C:20]2[CH:25]=[CH:24][CH:23]=[CH:22][CH:21]=2)=[C:14](I)[CH:13]=1.C(=O)([O-])[O-].[K+].[K+].C1(C)C=CC=CC=1.C(O)C>C(OCC)C.O.C1C=CC([P]([Pd]([P](C2C=CC=CC=2)(C2C=CC=CC=2)C2C=CC=CC=2)([P](C2C=CC=CC=2)(C2C=CC=CC=2)C2C=CC=CC=2)[P](C2C=CC=CC=2)(C2C=CC=CC=2)C2C=CC=CC=2)(C2C=CC=CC=2)C2C=CC=CC=2)=CC=1>[Br:1][C:2]1[CH:7]=[CH:6][CH:5]=[CH:4][C:3]=1[C:14]1[CH:13]=[C:12]([Cl:11])[CH:17]=[CH:16][C:15]=1[O:18][CH2:19][C:20]1[CH:21]=[CH:22][CH:23]=[CH:24][CH:25]=1 |f:2.3.4,5.6,7.8,^1:52,54,73,92|. The reactants are ClC1=CC2=C(C(C(C[N+](=C2C2=C(C=CC=C2)F)[O-])=CN(C)C)=O)C=C1 (8-chloro-1-(2-fluorophenyl)-3,4-dihydro-4-[(dimethylamino)methylene]-5H-2-benzazepin-5-one 2-oxide), C(C)(=O)O.C(=N)N (formamidine acetate). The solvent is C(=O)N (formamide). The product is ClC1=CC2=C(C3=C(C[N+](=C2C2=C(C=CC=C2)F)[O-])C=NC=N3)C=C1 (9-Chloro-7-(2-fluorophenyl)-5H-pyrimido[5,4-d][2]benzazepine-6-oxide). Reaction SMILES: [Cl:1][C:2]1[CH:25]=[CH:24][C:5]2[C:6](=O)[C:7](=[CH:19][N:20]([CH3:22])C)[CH2:8][N+:9]([O-:18])=[C:10]([C:11]3[CH:16]=[CH:15][CH:14]=[CH:13][C:12]=3[F:17])[C:4]=2[CH:3]=1.C(O)(=O)C.C(N)=[NH:31]>C(N)=O>[Cl:1][C:2]1[CH:25]=[CH:24][C:5]2[C:6]3[N:31]=[CH:22][N:20]=[CH:19][C:7]=3[CH2:8][N+:9]([O-:18])=[C:10]([C:11]3[CH:16]=[CH:15][CH:14]=[CH:13][C:12]=3[F:17])[C:4]=2[CH:3]=1 |f:1.2|. Procedure: A mixture of 0.4 g (1.1 mmol) of 8-chloro-1-(2-fluorophenyl)-3,4-dihydro-4-[(dimethylamino)methylene]-5H-2-benzazepin-5-one 2-oxide, 1.0 g (9.6 mmol) of formamidine acetate and 20 ml of formamide was heated on a steam bath for 6 hr. The mixture was poured over ice and extracted with methylene chloride. The methylene chloride solution was washed with water, dried over anhydrous sodium sulfate and concentrated at reduced pressure. The residue crystallized with the addition of a mixture of ether an...